The task is: describe an organic reaction: reactants, conditions, products, and yield. This data is from the Open Reaction Database (ORD), a public repository of structured organic reaction records. The reactants are [H-].C(C(C)C)[Al+]CC(C)C.C1(=CC=CC=C1)C (diisobutylaluminum hydride toluene), CN(C(CC(C(C)C)C1=CC=CC=C1)=O)OC (N-methyl-N-methoxy-4-methyl-3-phenyl-pentaneamide), CO (methanol). Solvent: O1CCCC1 (tetrahydrofuran). Conditions: time 1 hour. Product: CC(C(CC=O)C1=CC=CC=C1)C (4-methyl-3-phenylpentanal). The yield is 124.2%. Reaction SMILES: CN(OC)[C:3](=[O:15])[CH2:4][CH:5]([C:9]1[CH:14]=[CH:13][CH:12]=[CH:11][CH:10]=1)[CH:6]([CH3:8])[CH3:7].[H-].C([Al+]CC(C)C)C(C)C.C1(C)C=CC=CC=1.CO>O1CCCC1>[CH3:7][CH:6]([CH3:8])[CH:5]([C:9]1[CH:14]=[CH:13][CH:12]=[CH:11][CH:10]=1)[CH2:4][CH:3]=[O:15] |f:1.2.3|. Procedure: Under a nitrogen atmosphere, N-methyl-N-methoxy-4-methyl-3-phenyl-pentaneamide (215 mg) was dissolved in tetrahydrofuran (9.1 mL) at −78° C., and a diisobutylaluminum hydride/toluene solution (1.5 M, 1.2 mL) was added. After one hour, methanol (3 mL) was added to the reaction system, the temperature of the mixture was returned to room temperature after termination of foaming, and the mixture was continuously stirred. The organic layer was separated by adding diethyl ether, water and a 1N aqueous... Reactants: O=C1CCC(=O)N1Br, ClC(Cl)(Cl)Cl, COc1ccc2c(=O)n(C)c(C)c(-c3ccccc3)c2c1. The product is COc1ccc2c(=O)n(C)c(CBr)c(-c3ccccc3)c2c1. Reaction SMILES: [Br:22][N:23]1[C:24](=[O:25])[CH2:26][CH2:27][C:28]1=[O:29].[C:30]([Cl:31])([Cl:32])([Cl:33])[Cl:34].[CH3:1][O:2][c:3]1[cH:4][c:5]2[c:6](-[c:16]3[cH:17][cH:18][cH:19][cH:20][cH:21]3)[c:7]([CH3:15])[n:8]([CH3:14])[c:9](=[O:13])[c:10]2[cH:11][cH:12]1>>[CH3:1][O:2][c:3]1[cH:4][c:5]2[c:6](-[c:16]3[cH:17][cH:18][cH:19][cH:20][cH:21]3)[c:7]([CH2:15][Br:22])[n:8]([CH3:14])[c:9](=[O:13])[c:10]2[cH:11][cH:12]1. Reactants: CC(=O)OC(C)=O, CN(C)C=O, CCOC(C)=O, Cl, [H-], [Na+], O, CC(C)COc1ccc(C=O)cc1O. Product: CC(=O)Oc1cc(C=O)ccc1OCC(C)C. Reaction SMILES: [CH3:17][C:18](=[O:19])[O:20][C:21](=[O:22])[CH3:23].[CH3:25][N:26]([CH3:27])[CH:28]=[O:29].[CH3:31][CH2:32][O:33][C:34](=[O:35])[CH3:36].[ClH:24].[H-:15].[Na+:16].[OH2:30].[OH:1][c:2]1[cH:3][c:4]([CH:5]=[O:6])[cH:7][cH:8][c:9]1[O:10][CH2:11][CH:12]([CH3:13])[CH3:14]>>[O:1]([c:2]1[cH:3][c:4]([CH:5]=[O:6])[cH:7][cH:8][c:9]1[O:10][CH2:11][CH:12]([CH3:13])[CH3:14])[C:18]([CH3:17])=[O:19]. Product: [Br-], Cc1ccc(O[Mg+])c(C(C)(C)C)c1. Starting materials: [Br-], Cc1ccc(O)c(C(C)(C)C)c1, C[Mg+], CCOCC. Reaction SMILES: [Br-:13].[C:1]([CH3:2])([CH3:3])([CH3:4])[c:5]1[c:6]([OH:12])[cH:7][cH:8][c:9]([CH3:11])[cH:10]1.[CH3:14][Mg+:15].[CH3:16][CH2:17][O:18][CH2:19][CH3:20]>>[Br-:13].[C:1]([CH3:2])([CH3:3])([CH3:4])[c:5]1[c:6]([O:12][Mg+:15])[cH:7][cH:8][c:9]([CH3:11])[cH:10]1. Procedure: To a solution of methyl 5-formylindolizine-8-carboxylate (203 mg, 1.0 mmol) and NH2OH.HCl (105 mg, 1.5 mmol) in THF (30 mL) and H2O (8 mL) at rt was added NaOAc (164 mg, 2.0 mmol). The reaction mixture was stirred at rt for 2 h. The mixture was extracted with EA (2×40 mL). The organic layers was dried over Na2SO4, filtered and concentrated under reduced pressure. The residue was used in next step without further purification. Reaction conditions: time 2 hour. Reaction SMILES: [CH:1]([C:3]1[N:4]2[C:8]([C:9]([C:12]([O:14][CH3:15])=[O:13])=[CH:10][CH:11]=1)=[CH:7][CH:6]=[CH:5]2)=O.[NH2:16][OH:17].Cl.CC([O-])=O.[Na+]>C1COCC1.O>[OH:17]/[N:16]=[CH:1]/[C:3]1[N:4]2[C:8]([C:9]([C:12]([O:14][CH3:15])=[O:13])=[CH:10][CH:11]=1)=[CH:7][CH:6]=[CH:5]2 |f:1.2,3.4|. Product: O\N=C\C=1N2C=CC=C2C(=CC1)C(=O)OC ((E)-methyl 5-((hydroxyimino)methyl)indolizine-8-carboxylate). Solvent: C1CCOC1 (THF), O (H2O). The reactants are C(=O)C=1N2C=CC=C2C(=CC1)C(=O)OC (methyl 5-formylindolizine-8-carboxylate), NO.Cl (NH2OH.HCl), CC(=O)[O-].[Na+] (NaOAc).